This data is from the Open Reaction Database (ORD), a public repository of structured organic reaction records. The task is: describe an organic reaction: reactants, conditions, products, and yield The reactants are ClC1=C2C=3CCCC(C3NC2=CC(=C1Cl)Cl)(O[Si](C)(C)C)C(F)(F)F (5,6,7-Trichloro-1-(trifluoromethyl)-1-(trimethylsilyloxy)-2,3,4,9-tetrahydro-1H-carbazole), [OH-].[K+] (KOH). The solvent is C1CCOC1 (THF), O (water), O (water). Conditions: time 1 hour. The product is ClC1=C2C=3CCCC(C3NC2=CC(=C1Cl)Cl)(O)C(F)(F)F (5,6,7-Trichloro-1-(trifluoromethyl)-2,3,4,9-tetrahydro-1H-carbazol-1-ol). The yield is 100.4%. Reaction SMILES: [Cl:1][C:2]1[C:14]([Cl:15])=[C:13]([Cl:16])[CH:12]=[C:11]2[C:3]=1[C:4]1[CH2:5][CH2:6][CH2:7][C:8]([C:22]([F:25])([F:24])[F:23])([O:17][Si](C)(C)C)[C:9]=1[NH:10]2.[OH-].[K+]>C1COCC1.O>[Cl:1][C:2]1[C:14]([Cl:15])=[C:13]([Cl:16])[CH:12]=[C:11]2[C:3]=1[C:4]1[CH2:5][CH2:6][CH2:7][C:8]([C:22]([F:25])([F:23])[F:24])([OH:17])[C:9]=1[NH:10]2 |f:1.2|. Procedure details: 5,6,7-Trichloro-1-(trifluoromethyl)-1-(trimethylsilyloxy)-2,3,4,9-tetrahydro-1H-carbazole (0.11 g, 0.25 mmol) was dissolved in THF (5 mL) and a solution of KOH (0.050 g, 1 mmol) in water (5 mL) was added. The reaction mixture was stirred at room temperature for 1 h, diluted with water (10 mL) and extracted with EtOAc (2×50 mL). The combined organic extracts were dried over Na2SO4, concentrated under reduced pressure. The crude residue was purified by silica gel column chromatography [EtOAc-hexan... Reactants: CC(O)C1=CC2=C(S1)C(CCC2(C)C)(C)C (4,5,6,7-tetrahydro-α,4,4,7,7-pentamethylbenzo[b]thiophene-methanol), [Br-].C1(=CC=CC=C1)[PH+](C1=CC=CC=C1)C1=CC=CC=C1 (triphenylphosphonium bromide). The solvent is C(C)#N (acetonitrile). Conditions: temperature 50 celsius, time 3 hour. Product: [Br-].CC1(CCC(C=2SC(=CC21)C(C)[P+](C2=CC=CC=C2)(C2=CC=CC=C2)C2=CC=CC=C2)(C)C)C ([1-(4,5,6,7-tetrahydro-4,4,7,7-tetramethylbenzo[b]thien-2-yl)ethyl]triphenylphosphonium bromide). Isolated yield 103.4%. RXN SMILES: [CH3:1][CH:2]([C:4]1[S:8][C:7]2[C:9]([CH3:16])([CH3:15])[CH2:10][CH2:11][C:12]([CH3:14])([CH3:13])[C:6]=2[CH:5]=1)O.[Br-:17].[C:18]1([PH+:24]([C:31]2[CH:36]=[CH:35][CH:34]=[CH:33][CH:32]=2)[C:25]2[CH:30]=[CH:29][CH:28]=[CH:27][CH:26]=2)[CH:23]=[CH:22][CH:21]=[CH:20][CH:19]=1>C(#N)C>[Br-:17].[CH3:13][C:12]1([CH3:14])[C:6]2[CH:5]=[C:4]([CH:2]([P+:24]([C:25]3[CH:26]=[CH:27][CH:28]=[CH:29][CH:30]=3)([C:31]3[CH:36]=[CH:35][CH:34]=[CH:33][CH:32]=3)[C:18]3[CH:19]=[CH:20][CH:21]=[CH:22][CH:23]=3)[CH3:1])[S:8][C:7]=2[C:9]([CH3:16])([CH3:15])[CH2:10][CH2:11]1 |f:1.2,4.5|. Procedure: 20.2 g of 4,5,6,7-tetrahydro-α,4,4,7,7-pentamethylbenzo[b]thiophene-methanol are dissolved in 260 ml of acetonitrile and the solution is treated with 29.2 g of triphenylphosphonium bromide. After stirring at 50° C. for 3 hours, the mixture is evaporated to dryness, the residue is taken up with 80% aqueous ethanol and extracted twice with hexane. The ethanol phase is evaporated, the residue is dissolved in methylene chloride, the solution is dried over sodium sulphate and evaporated. There are ob... As a reaction SMILES: [C:1]([C:5]1[N:10]=[CH:9][C:8]([C:11]2[N:12]([C:32](Cl)=[O:33])[C@@:13]([C:25]3[CH:30]=[CH:29][C:28]([Cl:31])=[CH:27][CH:26]=3)([CH3:24])[C@@:14]([C:17]3[CH:22]=[CH:21][C:20]([Cl:23])=[CH:19][CH:18]=3)([CH3:16])[N:15]=2)=[C:7]([O:35][CH2:36][CH3:37])[CH:6]=1)([CH3:4])([CH3:3])[CH3:2].[N:38]1([CH2:44][C:45]([N:47]2[CH2:51][CH2:50][CH2:49][CH2:48]2)=[O:46])[CH2:43][CH2:42][NH:41][CH2:40][CH2:39]1>>[C:1]([C:5]1[N:10]=[CH:9][C:8]([C:11]2[N:12]([C:32]([N:41]3[CH2:40][CH2:39][N:38]([CH2:44][C:45]([N:47]4[CH2:48][CH2:49][CH2:50][CH2:51]4)=[O:46])[CH2:43][CH2:42]3)=[O:33])[C@@:13]([C:25]3[CH:26]=[CH:27][C:28]([Cl:31])=[CH:29][CH:30]=3)([CH3:24])[C@@:14]([C:17]3[CH:18]=[CH:19][C:20]([Cl:23])=[CH:21][CH:22]=3)([CH3:16])[N:15]=2)=[C:7]([O:35][CH2:36][CH3:37])[CH:6]=1)([CH3:2])([CH3:3])[CH3:4]. Yields the product C(C)(C)(C)C1=CC(=C(C=N1)C=1N([C@]([C@](N1)(C)C1=CC=C(C=C1)Cl)(C)C1=CC=C(C=C1)Cl)C(=O)N1CCN(CC1)CC(=O)N1CCCC1)OCC (2-{4-[(4S,5R)-2-(6-tert-Butyl-4-ethoxy-pyridin-3-yl)-4,5-bis-(4-chloro-phenyl)-4,5-dimethyl-4,5-dihydro-imidazole-1-carbonyl]-piperazin-1-yl}-1-pyrrolidin-1-yl-ethanone). Reported procedure: In a manner analogous to the method described in examples 8, (4S,5R)-2-(6-tert-butyl-4-ethoxy-pyridin-3-yl)-4,5-bis-(4-chloro-phenyl)-4,5-dimethyl-4,5-dihydro-imidazole-1-carbonyl chloride (example 51) was coupled with 2-piperazin-1-yl-1-pyrrolidin-1-yl-ethanone (Oakwood) to give the title compound. HR-MS (ES, m/z) calculated for C39H49Cl2N6O3 [(M+H)+] 719.3238, observed 719.3242. Reactants: C(C)(C)(C)C1=CC(=C(C=N1)C=1N([C@]([C@](N1)(C)C1=CC=C(C=C1)Cl)(C)C1=CC=C(C=C1)Cl)C(=O)Cl)OCC ((4S,5R)-2-(6-tert-butyl-4-ethoxy-pyridin-3-yl)-4,5-bis-(4-chloro-phenyl)-4,5-dimethyl-4,5-dihydro-imidazole-1-carbonyl chloride), N1(CCNCC1)CC(=O)N1CCCC1 (2-piperazin-1-yl-1-pyrrolidin-1-yl-ethanone).